Dataset: the Open Reaction Database (ORD), a public repository of structured organic reaction records. Task: describe an organic reaction: reactants, conditions, products, and yield Reactants: COC(=O)c1ccc(OC)c(Br)c1, CCOCCOc1cc(C)c(B(O)O)c(C)c1, Cc1ccccc1, c1ccc(-c2ccccc2P(C2CCCCC2)C2CCCCC2)cc1, [K+], [K+], [K+], O=C(C=Cc1ccccc1)C=Cc1ccccc1, O=C(C=Cc1ccccc1)C=Cc1ccccc1, O=C(C=Cc1ccccc1)C=Cc1ccccc1, O=P([O-])([O-])[O-], [Pd], [Pd]. Yields the product CCOCCOc1cc(C)c(-c2cc(C(=O)OC)ccc2OC)c(C)c1. Reaction SMILES: [Br:1][c:2]1[cH:3][c:4]([C:5](=[O:6])[O:7][CH3:8])[cH:9][cH:10][c:11]1[O:12][CH3:13].[CH2:14]([CH3:15])[O:16][CH2:17][CH2:18][O:19][c:20]1[cH:21][c:22]([CH3:30])[c:23]([B:27]([OH:28])[OH:29])[c:24]([CH3:26])[cH:25]1.[CH3:120][c:121]1[cH:122][cH:123][cH:124][cH:125][cH:126]1.[CH:31]1([P:32]([CH:33]2[CH2:34][CH2:35][CH2:36][CH2:37][CH2:38]2)[c:39]2[cH:40][cH:41][cH:42][cH:43][c:44]2-[c:45]2[cH:46][cH:47][cH:48][cH:49][cH:50]2)[CH2:51][CH2:52][CH2:53][CH2:54][CH2:55]1.[K+:61].[K+:62].[K+:63].[O:102]=[C:103]([CH:104]=[CH:105][c:106]1[cH:107][cH:108][cH:109][cH:110][cH:111]1)[CH:112]=[CH:113][c:114]1[cH:115][cH:116][cH:117][cH:118][cH:119]1.[O:66]=[C:67]([CH:68]=[CH:69][c:70]1[cH:71][cH:72][cH:73][cH:74][cH:75]1)[CH:76]=[CH:77][c:78]1[cH:79][cH:80][cH:81][cH:82][cH:83]1.[O:84]=[C:85]([CH:86]=[CH:87][c:88]1[cH:89][cH:90][cH:91][cH:92][cH:93]1)[CH:94]=[CH:95][c:96]1[cH:97][cH:98][cH:99][cH:100][cH:101]1.[P:56]([O-:57])([O-:58])([O-:59])=[O:60].[Pd:64].[Pd:65]>>[c:2]1(-[c:23]2[c:22]([CH3:30])[cH:21][c:20]([O:19][CH2:18][CH2:17][O:16][CH2:14][CH3:15])[cH:25][c:24]2[CH3:26])[cH:3][c:4]([C:5](=[O:6])[O:7][CH3:8])[cH:9][cH:10][c:11]1[O:12][CH3:13]. Starting materials: amide, O(C1=CC=CC=C1)C1=NC=2CCCCC2C(=C1N)NCCOCCCC=1C=NC=CC1 (2-phenoxy-N4-[2-(3-pyridin-3-ylpropoxy)ethyl]-5,6,7,8-tetrahydroquinoline-3,4-diamine), N1=CC=CC=C1 (pyridine), C(C)(=O)Cl (acetyl chloride). Solvent: C(C)(=O)OCC (ethyl acetate). Run at time 2 hour. Product: CC=1N(C2=C(C(=NC=3CCCCC23)OC2=CC=CC=C2)N1)CCOCCCC=1C=NC=CC1 (2-methyl-4-phenoxy-1-[2-(3-pyridin-3-ylpropoxy)ethyl]-6,7,8,9-tetrahydro-1H-imidazo[4,5-c]quinoline). The yield is 88.0%. Reaction SMILES: [O:1]([C:8]1[C:17]([NH2:18])=[C:16]([NH:19][CH2:20][CH2:21][O:22][CH2:23][CH2:24][CH2:25][C:26]2[CH:27]=[N:28][CH:29]=[CH:30][CH:31]=2)[C:15]2[CH2:14][CH2:13][CH2:12][CH2:11][C:10]=2[N:9]=1)[C:2]1[CH:7]=[CH:6][CH:5]=[CH:4][CH:3]=1.N1C=CC=[CH:34][CH:33]=1.C(Cl)(=O)C>C(OCC)(=O)C>[CH3:33][C:34]1[N:19]([CH2:20][CH2:21][O:22][CH2:23][CH2:24][CH2:25][C:26]2[CH:27]=[N:28][CH:29]=[CH:30][CH:31]=2)[C:16]2[C:15]3[CH2:14][CH2:13][CH2:12][CH2:11][C:10]=3[N:9]=[C:8]([O:1][C:2]3[CH:3]=[CH:4][CH:5]=[CH:6][CH:7]=3)[C:17]=2[N:18]=1. Reported procedure: A 200 ml round bottom flask was charged with 2-phenoxy-N4-[2-(3-pyridin-3-ylpropoxy)ethyl]-5,6,7,8-tetrahydroquinoline-3,4-diamine (4.1 g, 0.0098 mol.) and pyridine (40 mL) at room temperature. To this solution was slowly added acetyl chloride (0.8 g, 0.011 mol., 1.1 equivalents). The reaction was maintained with stirring at room temperature. After two hours the reaction was monitored and found to only contain the amide intermediate. The reaction mixture was then heated to reflux and maintained ... The reactants are S(O)(O)(=O)=O (sulphuric acid), ClC1(C(C(=C1Cl)Cl)(Cl)Cl)Cl (hexachlorocyclobutene), ClC1(C(C(=C1Cl)Cl)(Cl)Cl)Cl (hexachlorocyclobutene), ClC1(C(C(=C1Cl)Cl)(Cl)Cl)Cl (hexachlorcyclobutene), S(O)(O)(=O)=O (sulphuric acid), S(=O)(=O)=O (sulphur trioxide), [Cl-].[Na+] (sodium chloride). Run at temperature 80 celsius. The product is ClC(=C(C(=C(Cl)Cl)Cl)Cl)Cl (hexachloro-1,3-butadiene). The yield is 4.7%. Reaction SMILES: S(=O)(=O)(O)O.[Cl:6][C:7]1([Cl:15])[C:10]([Cl:11])=[C:9]([Cl:12])[C:8]1([Cl:14])[Cl:13].S(=O)(=O)=O.[Cl-].[Na+]>>[Cl:6][C:7]([Cl:15])=[C:10]([Cl:11])[C:9]([Cl:12])=[C:8]([Cl:14])[Cl:13] |f:3.4|. Procedure: In a 1 liter flask, 341 g of 39.8% strength fuming sulphuric acid (oleum) were poured onto 500 g of 97.5% pure hexachlorocyclobutene [487.5 g (1.87 moles) of hexachlorocyclobutene; remainder hexachloro-1,3-butadiene], with stirring (molar ratio of hexachlorcyclobutene:sulphuric acid:sulphur trioxide=1:1.1:0.9). The mixture was heated at 80° C. for 5 hours. After cooling, the reaction product was poured slowly into a mixture of ice and sodium chloride, with vigorous stirring, and the organic phas... Starting materials: C(C)(C)(C)OC(=O)N1CCN(CC1)C=1C(=NC=CC1)Cl (4-(2-chloro-pyridin-3-yl)-piperazine-1-carboxylic acid tert-butyl ester), Cl (HCl). Run in ClCCl (dichloromethane), O1CCOCC1 (dioxane). Run at time 8 hour. The product is Cl.ClC1=NC=CC=C1N1CCNCC1 (1-(2-Chloro-pyridin-3-yl)-piperazine hydrochloride salt). The yield is 99.0%. Reaction SMILES: C(OC([N:8]1[CH2:13][CH2:12][N:11]([C:14]2[C:15]([Cl:20])=[N:16][CH:17]=[CH:18][CH:19]=2)[CH2:10][CH2:9]1)=O)(C)(C)C.Cl>ClCCl.O1CCOCC1>[ClH:20].[Cl:20][C:15]1[C:14]([N:11]2[CH2:10][CH2:9][NH:8][CH2:13][CH2:12]2)=[CH:19][CH:18]=[CH:17][N:16]=1 |f:4.5|. Reported procedure: Dissolve 4-(2-chloro-pyridin-3-yl)-piperazine-1-carboxylic acid tert-butyl ester (8.300 g, 27.872 mmol) in dichloromethane (200 mL). Slowly add 4N HCl in dioxane (42 mL). Stir at room temperature for 8 hours. Concentrate and wash the resulting solid with diethyl ether to afford the title preparation (7.500 g, 99% yield). MS ES: m/z=198 [M+H]+. Starting materials: Cl (hydrochloric acid), C(CCC)[Li] (Butyl lithium), BrC1=CC=C(C=C1)C(OCC)P(OCC)(OCC)=O (diethyl 4-bromophenyl-ethoxymethylphosphonate), C([O-])([O-])=O.[Na+].[Na+] (sodium carbonate), CN1C=NC=C1C=O (N-methyl 5-imidazolecarboxaldehyde). Run in O (Water), CCCCCC (hexane), O1CCCC1 (tetrahydrofuran), O1CCCC1 (tetrahydrofuran). Reaction conditions: time 10 minute. Yields the product CN1C=NC=C1CC(=O)C1=CC=C(C=C1)Br (4-bromophenyl 1-methyl-5-imidazolylmethyl ketone). The yield is 87.9%. As a reaction SMILES: C([Li])CCC.[Br:6][C:7]1[CH:12]=[CH:11][C:10]([CH:13](P(=O)(OCC)OCC)[O:14]CC)=[CH:9][CH:8]=1.[CH3:25][N:26]1[C:30]([CH:31]=O)=[CH:29][N:28]=[CH:27]1.Cl.C(=O)([O-])[O-].[Na+].[Na+]>CCCCCC.O1CCCC1.O>[CH3:25][N:26]1[C:30]([CH2:31][C:13]([C:10]2[CH:9]=[CH:8][C:7]([Br:6])=[CH:12][CH:11]=2)=[O:14])=[CH:29][N:28]=[CH:27]1 |f:4.5.6|. Procedure details: Butyl lithium (2.4M, 11 ml) in hexane was added over a period of 5 minutes to a solution of diethyl 4-bromophenyl-ethoxymethylphosphonate (10.11 g, 30 mmol) in tetrahydrofuran (150 ml) at 78° C. under an atmosphere of nitrogen. After 10 minutes stirring, a solution of N-methyl 5-imidazolecarboxaldehyde (2.2 g) in tetrahydrofuran (80 ml) was added and the reaction mixture was allowed to warm slowly to room temperature. Water (200 ml) and concentrated hydrochloric acid (25 ml) were added and the r... Reported procedure: In a manner similar to the preparation of 2-chloro-N4-(3,4-ethylenedioxyphenyl)-5-fluoro-4-pyrimidineamine, 2,4-dichloro-6-ethoxycarbonyl-5-nitropyrimidine and glycine ethyl ester hydrochloride salt were reacted to yield N-(2-chloro-6-ethoxycarbonyl-5-nitro-4-pyrimidinyl)glycine Ethyl Ester. 1H NMR (CDCl3): δ 8.87 (bs, 1H), 4.48 (q, 2H, J=7.2 Hz), 4.39 (d, 2H, J=5.1 Hz), 1.40 (t, 3H, J=6.9 Hz), 1.33 (t, 3H, J=7.2 Hz); LCMS: ret. time: 28.27 min.; purity: 97%; MS (m/e): 332 (M+). RXN SMILES: ClC1N=C(NC2C=CC3OCCOC=3C=2)C(F)=CN=1.[Cl:20][C:21]1[N:26]=[C:25](Cl)[C:24]([N+:28]([O-:30])=[O:29])=[C:23]([C:31]([O:33][CH2:34][CH3:35])=[O:32])[N:22]=1.Cl.[CH2:37]([O:39][C:40](=[O:43])[CH2:41][NH2:42])[CH3:38]>>[CH2:37]([O:39][C:40](=[O:43])[CH2:41][NH:42][C:25]1[C:24]([N+:28]([O-:30])=[O:29])=[C:23]([C:31]([O:33][CH2:34][CH3:35])=[O:32])[N:22]=[C:21]([Cl:20])[N:26]=1)[CH3:38] |f:2.3|. Yields the product C(C)OC(CNC1=NC(=NC(=C1[N+](=O)[O-])C(=O)OCC)Cl)=O (N-(2-chloro-6-ethoxycarbonyl-5-nitro-4-pyrimidinyl)glycine Ethyl Ester). Reactants: ClC1=NC=C(C(=N1)NC1=CC2=C(C=C1)OCCO2)F (2-chloro-N4-(3,4-ethylenedioxyphenyl)-5-fluoro-4-pyrimidineamine), ClC1=NC(=C(C(=N1)Cl)[N+](=O)[O-])C(=O)OCC (2,4-dichloro-6-ethoxycarbonyl-5-nitropyrimidine), Cl.C(C)OC(CN)=O (glycine ethyl ester hydrochloride salt).